This data is from the Open Reaction Database (ORD), a public repository of structured organic reaction records. The task is: describe an organic reaction: reactants, conditions, products, and yield Reactants: Cl.CC1=CC2=C(NC3=C(N=C2N)C=CC=C3)C=C1 (2-methyl-5H-dibenzo[b,e][1,4]diazepin-11-ylamine hydrochloride), COCC[C@@H]1NCCNC1 ((S)-2-(2-methoxy-ethyl)-piperazine), C(C)(C)N(C(C)C)CC (N,N-diisopropylethylamine), CS(=O)C (DMSO). Run in C1(=CC=CC=C1)C (toluene), C(C)(=O)OCC (ethyl acetate). Conditions: temperature 110 celsius, time 46 hour. Product: CC1=CC2=C(NC3=C(N=C2N2C[C@@H](NCC2)CCOC)C=CC=C3)C=C1 ((S)-2-Methyl-11-[3-(2-methoxy-ethyl)-piperazin-1-yl]-5H-dibenzo[b,e][1,4]diazepine). Yield: 52.6%. As a reaction SMILES: Cl.[CH3:2][C:3]1[CH:18]=[CH:17][C:6]2[NH:7][C:8]3[CH:16]=[CH:15][CH:14]=[CH:13][C:9]=3[N:10]=[C:11]([NH2:12])[C:5]=2[CH:4]=1.[CH3:19][O:20][CH2:21][CH2:22][C@H:23]1[CH2:28]N[CH2:26][CH2:25][NH:24]1.C(N(CC)C(C)C)(C)C.CS(C)=O>C(OCC)(=O)C.C1(C)C=CC=CC=1>[CH3:2][C:3]1[CH:18]=[CH:17][C:6]2[NH:7][C:8]3[CH:16]=[CH:15][CH:14]=[CH:13][C:9]=3[N:10]=[C:11]([N:12]3[CH2:26][CH2:25][NH:24][C@@H:23]([CH2:22][CH2:21][O:20][CH3:19])[CH2:28]3)[C:5]=2[CH:4]=1 |f:0.1|. Procedure details: Combine 2-methyl-5H-dibenzo[b,e][1,4]diazepin-11-ylamine hydrochloride (600.0 mg, 2.31 mmol), (S)-2-(2-methoxy-ethyl)-piperazine (666.3 mg, 4.62 mmol), N,N-diisopropylethylamine (298.6 mg, 2.31 mmol), DMSO (1.0 ml), and toluene (4.0 ml) and stir and heat the mixture at 110° C. After 46 hours, cool the mixture to ambient temperature and dilute with ethyl acetate. Wash the organic layer with 0.1N NaOH and brine, dry (sodium sulfate) and concentrate the organic layer to residue. Purify the residue ... Starting materials: FC=1C=CC=C2C=3C(CCCC3N(C12)C)=NO (8-fluoro-1,2,3,9-tetrahydro-9-methyl-4H-carbazol-4-one oxime), polyphosphoric acid, O (water). The solvent is CO (methanol), O1CCOCC1 (dioxan). Run at time 1 hour. Yields the product FC1=CC=CC=2C3=C(N(C12)C)CCCNC3=O (7-Fluoro-3,4,5,6-tetrahydro-6-methylazepino[4,3-b]indol-1(2H)-one). Reaction SMILES: [F:1][C:2]1[CH:3]=[CH:4][CH:5]=[C:6]2[C:14]=1[N:13]([CH3:15])[C:12]1[CH2:11][CH2:10][CH2:9][C:8](=[N:16]O)[C:7]2=1.[OH2:18]>O1CCOCC1.CO>[F:1][C:2]1[C:14]2[N:13]([CH3:15])[C:12]3[CH2:11][CH2:10][CH2:9][NH:16][C:8](=[O:18])[C:7]=3[C:6]=2[CH:5]=[CH:4][CH:3]=1. Procedure details: A mixture of 8-fluoro-1,2,3,9-tetrahydro-9-methyl-4H-carbazol-4-one oxime (1.8 g) and polyphosphoric acid (ca. 20 ml) in dioxan (30 ml) was stirred under nitrogen at 100°-110° for 1 h. After cooling, the reaction mixture was poured into iced water (1 l) and the resulting suspension was extracted with dichloromethane. The organic extract was concentrated in vacuo to give a solid which was taken up in methanol and adsorbed onto silica. Purification by FCC eluting with System A (200:8:1) gave the t... Starting materials: C1(CC1)N (cyclopropylamine), C1(CC1)C1=CC=C(C(=N1)C(=O)NC1=C(C(=O)O)C=CN=C1)NC=1C=NC=NC1 (3-{[6-cyclopropyl-3-(pyrimidin-5-ylamino)-pyridine-2-carbonyl]-amino}-isonicotinic acid). Product: C1(CC1)NC(=O)C1=C(C=NC=C1)NC(=O)C1=NC(=CC=C1NC=1C=NC=NC1)C1CC1 (6-Cyclopropyl-3-(pyrimidin-5-ylamino)-pyridine-2-carboxylic acid (4-cyclopropylcarbamoyl-pyridin-3-yl)-amide). The yield is 28.0%. As a reaction SMILES: [CH:1]1([NH2:4])[CH2:3][CH2:2]1.[CH:5]1([C:8]2[N:13]=[C:12]([C:14]([NH:16][C:17]3[CH:25]=[N:24][CH:23]=[CH:22][C:18]=3[C:19](O)=[O:20])=[O:15])[C:11]([NH:26][C:27]3[CH:28]=[N:29][CH:30]=[N:31][CH:32]=3)=[CH:10][CH:9]=2)[CH2:7][CH2:6]1>>[CH:1]1([NH:4][C:19]([C:18]2[CH:22]=[CH:23][N:24]=[CH:25][C:17]=2[NH:16][C:14]([C:12]2[C:11]([NH:26][C:27]3[CH:28]=[N:29][CH:30]=[N:31][CH:32]=3)=[CH:10][CH:9]=[C:8]([CH:5]3[CH2:7][CH2:6]3)[N:13]=2)=[O:15])=[O:20])[CH2:3][CH2:2]1. Procedure details: According to the general method described in step 3 of example 53, reaction of cyclopropylamine with 3-{[6-cyclopropyl-3-(pyrimidin-5-ylamino)-pyridine-2-carbonyl]-amino}-isonicotinic acid provided the title compound (28%) as yellow powder. Reactants: FC1=C(C=CC(=C1)C(C(=O)OCC)(C(=O)[O-])C)C1=CC=C(C=C1)F (ethyl 2-(2,4'-difluoro-4-biphenylyl)-2-methylmalonate), FC1=C(C=CC(=C1)C(C(=O)O)(C(=O)O)C)C1=CC=C(C=C1)F (2-(2,4'-difluoro-4-biphenylyl)-2-methylmalonic acid). Product: FC1=C(C=CC(=C1)C(C(=O)O)C)C1=CC=C(C=C1)F (2-(2,4'-difluoro-4-biphenylyl)-propionic acid). As a reaction SMILES: [F:1][C:2]1[CH:7]=[C:6]([C:8](C)([C:14]([O-])=O)[C:9]([O:11]CC)=[O:10])[CH:5]=[CH:4][C:3]=1[C:18]1[CH:23]=[CH:22][C:21]([F:24])=[CH:20][CH:19]=1.FC1C=C(C(C)(C(O)=O)C(O)=O)C=CC=1C1C=CC(F)=CC=1>>[F:1][C:2]1[CH:7]=[C:6]([CH:8]([CH3:14])[C:9]([OH:11])=[O:10])[CH:5]=[CH:4][C:3]=1[C:18]1[CH:19]=[CH:20][C:21]([F:24])=[CH:22][CH:23]=1. Procedure details: By procedures similar to those described in Example 1, ethyl 2-(2,4'-difluoro-4-biphenylyl)-2-methylmalonate was hydrolysed and the resulting crude 2-(2,4'-difluoro-4-biphenylyl)-2-methylmalonic acid was decarboxylated to give 2-(2,4'-difluoro-4-biphenylyl)-propionic acid, m.p. 118°-119°C.